Dataset: the Open Reaction Database (ORD), a public repository of structured organic reaction records. Task: describe an organic reaction: reactants, conditions, products, and yield Reactants: resultant mixture, N1C(=NC2=C1C=CC=C2)CN(CC2=CC=C(C=C2)CN)C2CCCC=1C=CC=NC21 (N′-(1H-benzimidazol-2-ylmethyl)-N′-(5,6,7,8-tetrahydro-8-quinolinyl)-1,4-benzenedimethanamine), C(C=1C(O)=CC=CC1)=O (salicylaldehyde), [BH-](OC(=O)C)(OC(=O)C)OC(=O)C.[Na+] (NaBH(OAc)3). The solvent is C(Cl)Cl (CH2Cl2). The product is OC1=C(C=CC=C1)CNCC1=CC=C(C=C1)CN(C1CCCC=2C=CC=NC12)CC1=NC2=C(N1)C=CC=C2 (N-(2-hydroxyphenylmethyl)-N′-(1H-benzimidazol-2-ylmethyl)-N′-(5,6,7,8-tetrahydro-8-quinolinyl)-1,4-benzenedimethanamine). The yield is 53.7%. As a reaction SMILES: [NH:1]1[C:5]2[CH:6]=[CH:7][CH:8]=[CH:9][C:4]=2[N:3]=[C:2]1[CH2:10][N:11]([CH:21]1[C:30]2[N:29]=[CH:28][CH:27]=[CH:26][C:25]=2[CH2:24][CH2:23][CH2:22]1)[CH2:12][C:13]1[CH:18]=[CH:17][C:16]([CH2:19][NH2:20])=[CH:15][CH:14]=1.[CH:31](=O)[C:32]1[C:33](=[CH:35][CH:36]=[CH:37][CH:38]=1)[OH:34].[BH-](OC(C)=O)(OC(C)=O)OC(C)=O.[Na+]>C(Cl)Cl>[OH:34][C:33]1[CH:35]=[CH:36][CH:37]=[CH:38][C:32]=1[CH2:31][NH:20][CH2:19][C:16]1[CH:15]=[CH:14][C:13]([CH2:12][N:11]([CH2:10][C:2]2[NH:3][C:4]3[CH:9]=[CH:8][CH:7]=[CH:6][C:5]=3[N:1]=2)[CH:21]2[C:30]3[N:29]=[CH:28][CH:27]=[CH:26][C:25]=3[CH2:24][CH2:23][CH2:22]2)=[CH:18][CH:17]=1 |f:2.3|. Procedure details: Using General Procedure B: To a stirred solution of N′-(1H-benzimidazol-2-ylmethyl)-N′-(5,6,7,8-tetrahydro-8-quinolinyl)-1,4-benzenedimethanamine (147 mg, 0.37 mmol) and salicylaldehyde (0.04 mL, 0.38 mmol) in CH2Cl2 (5 mL) was added NaBH(OAc)3 (100 mg, 0.47 mmol) and the resultant mixture was stirred at room temperature for 16 hours. Purification of the crude material by radial chromatography on silica gel gel (2 mm plate, 75:1:1 CH2Cl2/MeOH/NH4OH) afforded the free amine (100 mg, 54%) as a whi...